From a dataset of the Open Reaction Database (ORD), a public repository of structured organic reaction records. describe an organic reaction: reactants, conditions, products, and yield The reactants are Cl, N#C[K], O, O=C1OC(O)c2cccc(O)c21. Product: NC(=O)C1OC(=O)c2c(O)cccc21. Reaction SMILES: [ClH:16].[K:13][C:14]#[N:15].[OH2:17].[OH:1][CH:2]1[O:3][C:4](=[O:5])[c:6]2[c:7]([OH:12])[cH:8][cH:9][cH:10][c:11]21>>[CH:2]1([C:14]([NH2:15])=[O:17])[O:3][C:4](=[O:5])[c:6]2[c:7]([OH:12])[cH:8][cH:9][cH:10][c:11]21. The reactants are O=C1c2ccccc2C(=O)N1CBr, [H-], O=C1CC2C(=O)Nc3cccc(c32)N1, [Na+], CN(C)C=O. Product: O=C1CC2(CN3C(=O)c4ccccc4C3=O)C(=O)Nc3cccc(c32)N1. As a reaction SMILES: [Br:17][CH2:18][N:19]1[C:20](=[O:29])[c:21]2[c:22]([cH:25][cH:26][cH:27][cH:28]2)[C:23]1=[O:24].[H-:15].[NH:1]1[C:2](=[O:14])[CH:3]2[CH2:4][C:5](=[O:13])[NH:6][c:7]3[cH:8][cH:9][cH:10][c:11]1[c:12]32.[Na+:16].[O:30]=[CH:31][N:32]([CH3:33])[CH3:34]>>[NH:1]1[C:2](=[O:14])[C:3]2([CH2:18][N:19]3[C:20](=[O:29])[c:21]4[c:22]([cH:25][cH:26][cH:27][cH:28]4)[C:23]3=[O:24])[CH2:4][C:5](=[O:13])[NH:6][c:7]3[cH:8][cH:9][cH:10][c:11]1[c:12]32. Reactants: Cc1ccsc1C(=O)c1sccc1C, CCOC(=O)CP(=O)(OCC)OCC, CCO, Cl, [Na]. Yields the product CCOC(=O)C=C(c1sccc1C)c1sccc1C. As a reaction SMILES: [CH3:16][c:17]1[c:18]([C:22](=[O:23])[c:24]2[s:25][cH:26][cH:27][c:28]2[CH3:29])[s:19][cH:20][cH:21]1.[CH3:1][CH2:2][O:3][C:4](=[O:5])[CH2:6][P:7]([O:8][CH2:9][CH3:10])([O:11][CH2:12][CH3:13])=[O:14].[CH3:31][CH2:32][OH:33].[ClH:30].[Na:15]>>[CH3:1][CH2:2][O:3][C:4](=[O:5])[CH:6]=[C:22]([c:18]1[c:17]([CH3:16])[cH:21][cH:20][s:19]1)[c:24]1[s:25][cH:26][cH:27][c:28]1[CH3:29]. The reactants are C=CCC1(C2=CCN(C)CC2)c2ccccc2CCc2ccccc21, CCO, CI. Product: C=CCC1(C2=CC[N+](C)(C)CC2)c2ccccc2CCc2ccccc21, [I-]. As a reaction SMILES: [CH2:1]([CH:2]=[CH2:3])[C:4]1([C:19]2=[CH:20][CH2:21][N:22]([CH3:25])[CH2:23][CH2:24]2)[c:5]2[c:6]([cH:15][cH:16][cH:17][cH:18]2)[CH2:7][CH2:8][c:9]2[c:10]1[cH:11][cH:12][cH:13][cH:14]2.[CH3:28][CH2:29][OH:30].[I:26][CH3:27]>>[CH2:1]([CH:2]=[CH2:3])[C:4]1([C:19]2=[CH:20][CH2:21][N+:22]([CH3:25])([CH3:27])[CH2:23][CH2:24]2)[c:5]2[c:6]([cH:15][cH:16][cH:17][cH:18]2)[CH2:7][CH2:8][c:9]2[c:10]1[cH:11][cH:12][cH:13][cH:14]2.[I-:26].